From a dataset of the Open Reaction Database (ORD), a public repository of structured organic reaction records. describe an organic reaction: reactants, conditions, products, and yield Starting materials: CC(=O)OCc1ccc(Cl)cc1C(O)c1ccccc1, CCOCC, BrP(Br)Br. Yields the product CC(=O)OCc1ccc(Cl)cc1C(Br)c1ccccc1. As a reaction SMILES: [C:1]([CH3:2])(=[O:3])[O:4][CH2:5][c:6]1[c:7]([CH:8]([c:9]2[cH:10][cH:11][cH:12][cH:13][cH:14]2)[OH:15])[cH:16][c:17]([Cl:20])[cH:18][cH:19]1.[CH2:25]([O:26][CH2:27][CH3:28])[CH3:29].[P:21]([Br:22])([Br:23])[Br:24]>>[C:1]([CH3:2])(=[O:3])[O:4][CH2:5][c:6]1[c:7]([CH:8]([c:9]2[cH:10][cH:11][cH:12][cH:13][cH:14]2)[Br:22])[cH:16][c:17]([Cl:20])[cH:18][cH:19]1.